This data is from the Open Reaction Database (ORD), a public repository of structured organic reaction records. The task is: describe an organic reaction: reactants, conditions, products, and yield Reactants: O=C1NC(C2=CC=CC=C12)=O (1,3-dioxoisoindole), ClC1=C(C=C2C(N(C(C2=C1)=O)C1CCN(CC1)CC1=CC(=CC=C1)C(F)(F)F)=O)S(=O)(=O)N (6-Chloro-2,3-dihydro-1,3-dioxo-2-[1-[[3-(trifluoromethyl)-phenyl]methyl]-4-piperidinyl]-1H-isoindole-5-sulfonamide), C(C)(=O)O (acetic acid). The solvent is C(C)(=O)OCC (ethyl acetate). Product: ClC1=C(C=C2C(N(C(C2=C1)O)C1CCN(CC1)CC1=CC(=CC=C1)C(F)(F)F)=O)S(=O)(=O)N (6-chloro-2,3-dihydro-1-hydroxy-3-oxo-2-[1-[[3-(trifluoromethyl)phenyl]methyl]-4-piperidinyl]-1H-isoindole-5-sulfonamide). Reaction SMILES: O=C1C2C(=CC=CC=2)C(=O)N1.[Cl:12][C:13]1[CH:21]=[C:20]2[C:16]([C:17](=[O:40])[N:18]([CH:23]3[CH2:28][CH2:27][N:26]([CH2:29][C:30]4[CH:35]=[CH:34][CH:33]=[C:32]([C:36]([F:39])([F:38])[F:37])[CH:31]=4)[CH2:25][CH2:24]3)[C:19]2=[O:22])=[CH:15][C:14]=1[S:41]([NH2:44])(=[O:43])=[O:42].C(O)(=O)C>C(OCC)(=O)C>[Cl:12][C:13]1[CH:21]=[C:20]2[C:16]([C:17](=[O:40])[N:18]([CH:23]3[CH2:24][CH2:25][N:26]([CH2:29][C:30]4[CH:35]=[CH:34][CH:33]=[C:32]([C:36]([F:38])([F:37])[F:39])[CH:31]=4)[CH2:27][CH2:28]3)[CH:19]2[OH:22])=[CH:15][C:14]=1[S:41]([NH2:44])(=[O:43])=[O:42]. Procedure: A mixture of the 1,3-dioxoisoindole of part (a), (8.1 g., 0.0161 mole), zinc dust (5.78 g., 0.088 mole) and 150 ml. of acetic acid was stirred for 0.5 hr. at 50°-70°, cooled. Residual material, obtained by concentration of the filtrate in vacuo, was dissolved in ethyl acetate and washed with saturated sodium bicarbonate solution and the aqueous layer re-extracted with ethyl acetate. Combined extracts were washed with saturated sodium bicarbonate, dried (MgSO4) and concentrated in vacuo. Triturat... The reactants are O[C@@H]1CN(CC[C@H]1O)C(=O)OCC1=CC=CC=C1 (benzyl (3R,4R)-3,4-dihydroxy-1-piperidinecarboxylate), [Si](C)(C)(C(C)(C)C)O[C@H]1CN(CC[C@@H]1O[Si](C)(C)C(C)(C)C)C(=O)OCC1=CC=CC=C1 (benzyl (3S,4S)-3,4-bis((tert-butyl(dimethyl)silyl)oxy)-1-piperidinecarboxylate), C(C)(C)(C)[Si](Cl)(C)C (tert-butyldimethylchlorosilane), N1C=NC=C1 (imidazole). Solvent: O (H2O), CN(C)C=O (DMF). Reaction conditions: time 8 hour. Product: [Si](C)(C)(C(C)(C)C)O[C@@H]1CN(CC[C@H]1O[Si](C)(C)C(C)(C)C)C(=O)OCC1=CC=CC=C1 (benzyl (3R,4R)-3,4-bis((tert-butyl(dimethyl)silyl)oxy)-1-piperidinecarboxylate), [Si](C)(C)(C(C)(C)C)O[C@H]1CN(CC[C@@H]1O[Si](C)(C)C(C)(C)C)C(=O)OCC1=CC=CC=C1 (benzyl (3S,4S)-3,4-bis((tert-butyl(dimethyl)silyl)oxy)-1-piperidinecarboxylate). The yield is 111.6%. As a reaction SMILES: O[C@H]1[C@H](O)CCN(C(OCC2C=CC=CC=2)=O)C1.[Si:19]([O:26][C@@H:27]1[C@@H:32]([O:33][Si:34]([C:37]([CH3:40])([CH3:39])[CH3:38])([CH3:36])[CH3:35])[CH2:31][CH2:30][N:29]([C:41]([O:43][CH2:44][C:45]2[CH:50]=[CH:49][CH:48]=[CH:47][CH:46]=2)=[O:42])[CH2:28]1)([C:22]([CH3:25])([CH3:24])[CH3:23])([CH3:21])[CH3:20].C([Si](C)(C)Cl)(C)(C)C.N1C=CN=C1>CN(C=O)C.O>[Si:19]([O:26][C@H:27]1[C@H:32]([O:33][Si:34]([C:37]([CH3:40])([CH3:39])[CH3:38])([CH3:36])[CH3:35])[CH2:31][CH2:30][N:29]([C:41]([O:43][CH2:44][C:45]2[CH:46]=[CH:47][CH:48]=[CH:49][CH:50]=2)=[O:42])[CH2:28]1)([C:22]([CH3:23])([CH3:24])[CH3:25])([CH3:21])[CH3:20].[Si:19]([O:26][C@@H:27]1[C@@H:32]([O:33][Si:34]([C:37]([CH3:40])([CH3:39])[CH3:38])([CH3:36])[CH3:35])[CH2:31][CH2:30][N:29]([C:41]([O:43][CH2:44][C:45]2[CH:46]=[CH:47][CH:48]=[CH:49][CH:50]=2)=[O:42])[CH2:28]1)([C:22]([CH3:23])([CH3:24])[CH3:25])([CH3:21])[CH3:20]. Reported procedure: benzyl (3R,4R)-3,4-bis((tert-butyl(dimethyl)silyl)oxy)-1-piperidinecarboxylate and benzyl (3S,4S)-3,4-bis((tert-butyl(dimethyl)silyl)oxy)-1-piperidinecarboxylate (1/1). Benzyl 7-oxa-3-azabicyclo[4.1.0]heptane-3-carboxylate (5.00 g, 21.44 mmol, Bioorg. Med. Chem. Lett. 2007, 17, 1254) in 5% K2CO3 in 1/1 EtOH/H2O (214 mL) was heated at reflux for 3 h. After cooling to RT, the mixture was concentrated. EtOH (300 mL) was added to the liquid and removed in vacuo. The resulting solid was extracted wit... The reactants are OC(C(CC1=CC(=C(C=C1)O)OC)=O)CCCCCCCCC (3-hydroxy-1-(4-hydroxy-3-methoxyphenyl)dodecanone), OC(C(CC1=CC(=C(C=C1)O)OC)=O)CCCCCCC (3-hydroxy-1-(4-hydroxy-3-methoxyphenyl)decanone). Product: OC1=C(C=C(C=C1)CCC(CCCCCCCCC)O)OC (1-(4-hydroxy-3-methoxyphenyl)dodecan-3-ol). RXN SMILES: [OH:1][CH:2]([CH2:15][CH2:16][CH2:17][CH2:18][CH2:19][CH2:20][CH2:21][CH2:22][CH3:23])[C:3](=O)[CH2:4][C:5]1[CH:10]=[CH:9][C:8]([OH:11])=[C:7]([O:12][CH3:13])[CH:6]=1.OC(CCCCCCC)C(=O)CC1C=CC(O)=C(OC)C=1>>[OH:11][C:8]1[CH:9]=[CH:10][C:5]([CH2:4][CH2:3][CH:2]([OH:1])[CH2:15][CH2:16][CH2:17][CH2:18][CH2:19][CH2:20][CH2:21][CH2:22][CH3:23])=[CH:6][C:7]=1[O:12][CH3:13]. Reported procedure: Of potential interest is 3-hydroxy-1-(4-hydroxy-3-methoxyphenyl)dodecanone [3.91]. This substance is a homologue of the cardiotonic 3-hydroxy-1-(4-hydroxy-3-methoxyphenyl)decanone [3.92].